This data is from the Open Reaction Database (ORD), a public repository of structured organic reaction records. The task is: describe an organic reaction: reactants, conditions, products, and yield The product is C(N)(=O)C(NC([C@@H](N)CCCN)=O)C1=CC=C(C=C1)OC (N-[1-carbamoyl-(4-methoxy-phenyl)methyl]ornithine amide), Cl.C(N)(=O)C(NC([C@@H](N)CCCN)=O)C1=CC=C(C=C1)OC (N-[1 -carbamoyl-(4-methoxyphenyl)methyl]ornithine amide hydrochloride). Run at time 1 hour. Procedure details: A mixture of(R)-N2 -(Boc)-N5 -(Cbz)-(R or S)-N-[1-carbamoyl-(4-methoxy-phenyl)methyl]ornithine amide and (R)-N2 -(Boc)-N5 -(Cbz)-(S or R)-N-[1-carbamoyl(4-methoxyphenyl)methyl]ornithine amide (4.5 g; 8.5 mmol) was dissolved in 25 mL of MeOH and 100 mL of HCl/EtOAc was added. The mixture was magnetically stirred at room temperature for 1 hour, then evaporated at reduced pressure to give a crude hydrochloride salt of the diastereomers of (R)-N5 -(Cbz)-(R or S)-N-[1-carbamoyl-(4-methoxy-phenyl)meth... The reactants are C(N)(=O)C(NC([C@@H](N)CCCN)=O)C1=CC=C(C=C1)OC (N-[1-carbamoyl-(4-methoxy-phenyl)methyl]ornithine amide), C(N)(=O)C(NC([C@@H](N)CCCN)=O)C1=CC=C(C=C1)OC (N-[1-carbamoyl(4-methoxyphenyl)methyl]ornithine amide), Cl.CCOC(=O)C (HCl EtOAc). RXN SMILES: [C:1]([CH:4]([C:14]1[CH:19]=[CH:18][C:17]([O:20][CH3:21])=[CH:16][CH:15]=1)[NH:5][C:6](=[O:13])[C@H:7]([CH2:9][CH2:10][CH2:11][NH2:12])[NH2:8])(=[O:3])[NH2:2].[ClH:22].CCOC(C)=O>CO>[C:1]([CH:4]([C:14]1[CH:19]=[CH:18][C:17]([O:20][CH3:21])=[CH:16][CH:15]=1)[NH:5][C:6](=[O:13])[C@H:7]([CH2:9][CH2:10][CH2:11][NH2:12])[NH2:8])(=[O:3])[NH2:2].[ClH:22].[C:1]([CH:4]([C:14]1[CH:19]=[CH:18][C:17]([O:20][CH3:21])=[CH:16][CH:15]=1)[NH:5][C:6](=[O:13])[C@H:7]([CH2:9][CH2:10][CH2:11][NH2:12])[NH2:8])(=[O:3])[NH2:2] |f:1.2,5.6|. Solvent: CO (MeOH). Reactants: CCOC(=O)C1(N(CC1)C(=O)OC(C)(C)C)C (2-methyl-azetidine-1,2-dicarboxylic acid 1-tert-butyl ester 2-ethyl ester), Intermediate 11, [OH-].[Na+] (NaOH). Solvent: CCO (EtOH). Run at temperature 20 celsius, time 15 hour. Yields the product C(C)(C)(C)OC(=O)N1C(CC1)(C(=O)O)C (2-methyl-azetidine-1,2-dicarboxylic acid 1-tert-butyl ester). Reaction SMILES: CC[O:3][C:4]([C:6]1([CH3:17])[CH2:9][CH2:8][N:7]1[C:10]([O:12][C:13]([CH3:16])([CH3:15])[CH3:14])=[O:11])=[O:5].[OH-].[Na+]>CCO>[C:13]([O:12][C:10]([N:7]1[CH2:8][CH2:9][C:6]1([CH3:17])[C:4]([OH:5])=[O:3])=[O:11])([CH3:16])([CH3:14])[CH3:15] |f:1.2|. Procedure: To a solution of 2-methyl-azetidine-1,2-dicarboxylic acid 1-tert-butyl ester 2-ethyl ester, Intermediate 11 (1 eq.) in EtOH was added an aqueous solution of 2N NaOH (2 eq.). The reaction was stirred at 20° C. for 15 h. The solvent was removed under reduced pressure and the crude was partitioned between water and EtOAc. The organic layer was discarded and the aqueous layer was acidified by addition of a solution of citric acid 10% in water until pH=3 and thoroughly extracted by EtOAc. The organic... Starting materials: CC(C)(C)[O-].[K+] (KOtBu), ClC1=CC2=C(N(C(CN=C2C=2C=NNC2)=O)CC2=CC=C(C=C2)OC)C=C1 (7-Chloro-1-(4-methoxybenzyl)-5-(1H-pyrazol-4-yl)-1H-benzo[e][1,4]diazepin-2(3H)-one), BrCC1=CC2=CC=CC=C2C=C1 (2-Bromomethyl naphthalene). Conditions: temperature -78 celsius, time 10 minute. Procedure details: 7-Chloro-1-(4-methoxybenzyl)-5-(1H-pyrazol-4-yl)-1H-benzo[e][1,4]diazepin-2(3H)-one (163 mg) was dissolved in THF (3 mL) and the solution was cooled to −78° C. A solution of KOtBu in THF (1 M, 1.1 mL, 2.6 eq) was then added dropwise and the anion was stirred for 10 minutes. 2-Bromomethyl naphthalene (123 mg, 1.3 eq) was then added and the reaction was allowed to warm to room temperature where it was held for 2 hours. The reaction was then quenched with saturated aqueous ammonium chloride and the... Reaction SMILES: [Cl:1][C:2]1[CH:27]=[CH:26][C:5]2[N:6]([CH2:17][C:18]3[CH:23]=[CH:22][C:21]([O:24][CH3:25])=[CH:20][CH:19]=3)[C:7](=[O:16])[CH2:8][N:9]=[C:10]([C:11]3[CH:12]=[N:13][NH:14][CH:15]=3)[C:4]=2[CH:3]=1.CC([O-])(C)C.[K+].Br[CH2:35][C:36]1[CH:45]=[CH:44][C:43]2[C:38](=[CH:39][CH:40]=[CH:41][CH:42]=2)[CH:37]=1>C1COCC1>[Cl:1][C:2]1[CH:27]=[CH:26][C:5]2[N:6]([CH2:17][C:18]3[CH:23]=[CH:22][C:21]([O:24][CH3:25])=[CH:20][CH:19]=3)[C:7](=[O:16])[CH:8]([CH2:35][C:36]3[CH:45]=[CH:44][C:43]4[C:38](=[CH:39][CH:40]=[CH:41][CH:42]=4)[CH:37]=3)[N:9]=[C:10]([C:11]3[CH:15]=[N:14][NH:13][CH:12]=3)[C:4]=2[CH:3]=1 |f:1.2|. Yields the product ClC1=CC2=C(N(C(C(N=C2C=2C=NNC2)CC2=CC3=CC=CC=C3C=C2)=O)CC2=CC=C(C=C2)OC)C=C1 (7-Chloro-1-(4-methoxybenzyl)-3-(naphthalen-2-ylmethyl)-5-(1H-pyrazol-4-yl)-1H-benzo[e][1,4]diazepin-2(3H)-one). The solvent is C1CCOC1 (THF), C1CCOC1 (THF). Yield: 47.5%. Reactants: CC(C)(O)c1ccc2c(c1)C(=CCCBr)c1cccnc1CO2, CC#N, CCOCC1(C)CNCCC1(O)c1ccc(Cl)cc1, [K+], [K+], O=C([O-])[O-], O. Product: CCOCC1(C)CN(CCC=C2c3cc(C(C)(C)O)ccc3OCc3ncccc32)CCC1(O)c1ccc(Cl)cc1. Reaction SMILES: [Br:26][CH2:27][CH2:28][CH:29]=[C:30]1[c:31]2[c:32]([cH:41][cH:42][c:43]([C:45]([CH3:46])([CH3:47])[OH:48])[cH:44]2)[O:33][CH2:34][c:35]2[c:36]1[cH:37][cH:38][cH:39][n:40]2.[C:50](#[N:51])[CH3:52].[Cl:1][c:2]1[cH:3][cH:4][c:5]([C:8]2([OH:19])[C:9]([CH3:14])([CH2:15][O:16][CH2:17][CH3:18])[CH2:10][NH:11][CH2:12][CH2:13]2)[cH:6][cH:7]1.[K+:20].[K+:21].[O-:22][C:23]([O-:24])=[O:25].[OH2:49]>>[Cl:1][c:2]1[cH:3][cH:4][c:5]([C:8]2([OH:19])[C:9]([CH3:14])([CH2:15][O:16][CH2:17][CH3:18])[CH2:10][N:11]([CH2:27][CH2:28][CH:29]=[C:30]3[c:31]4[c:32]([cH:41][cH:42][c:43]([C:45]([CH3:46])([CH3:47])[OH:48])[cH:44]4)[O:33][CH2:34][c:35]4[c:36]3[cH:37][cH:38][cH:39][n:40]4)[CH2:12][CH2:13]2)[cH:6][cH:7]1. Starting materials: COc1cc(C(=O)N2CCC(CCN3CCC(C(=O)c4nc5ccccc5[nH]4)CC3)(c3ccccc3)C2)cc(OC)c1OC, OCc1ccc(CO)o1. Yields the product COc1cc(C(=O)N2CCC(CCN3CCC(C(=O)c4nc5ccccc5n4Cc4ccc(CO)o4)CC3)(c3ccccc3)C2)cc(OC)c1OC. Reaction SMILES: [CH3:1][O:2][c:3]1[cH:4][c:5]([C:6](=[O:7])[N:8]2[CH2:9][C:10]([c:13]3[cH:14][cH:15][cH:16][cH:17][cH:18]3)([CH2:19][CH2:20][N:21]3[CH2:22][CH2:23][CH:24]([C:27](=[O:28])[c:29]4[n:30][c:31]5[c:32]([nH:33]4)[cH:34][cH:35][cH:36][cH:37]5)[CH2:25][CH2:26]3)[CH2:11][CH2:12]2)[cH:38][c:39]([O:43][CH3:44])[c:40]1[O:41][CH3:42].[OH:45][CH2:46][c:47]1[o:48][c:49]([CH2:52][OH:53])[cH:50][cH:51]1>>[CH3:1][O:2][c:3]1[cH:4][c:5]([C:6](=[O:7])[N:8]2[CH2:9][C:10]([c:13]3[cH:14][cH:15][cH:16][cH:17][cH:18]3)([CH2:19][CH2:20][N:21]3[CH2:22][CH2:23][CH:24]([C:27](=[O:28])[c:29]4[n:30]([CH2:52][c:49]5[o:48][c:47]([CH2:46][OH:45])[cH:51][cH:50]5)[c:31]5[c:32]([n:33]4)[cH:34][cH:35][cH:36][cH:37]5)[CH2:25][CH2:26]3)[CH2:11][CH2:12]2)[cH:38][c:39]([O:43][CH3:44])[c:40]1[O:41][CH3:42]. Reactants: O1C(CCCC1)OCCCO (3-tetrahydropyranyloxy-1-propanol), [H-].[Na+] (NaH), C(CC(O)(C(=O)O)CC(=O)O)(=O)O (citric acid), BrC1=NC=C(C=C1)Br (2,5 dibromopyridine). Solvent: CN(C)C=O (DMF). Run at temperature 0 celsius, time 30 minute. Product: BrC=1C=CC(=NC1)OCCCC1OCCCC1 (5-Bromo-2-[(3-tetrahydro-2H-pyran-2-yl)propoxy]pyridine). As a reaction SMILES: [O:1]1[CH2:6][CH2:5][CH2:4][CH2:3][CH:2]1OCCCO.[H-].[Na+].Br[C:15]1[CH:20]=[CH:19][C:18]([Br:21])=[CH:17][N:16]=1.[C:22](O)(=O)[CH2:23][C:24](CC(O)=O)(C(O)=O)[OH:25]>CN(C=O)C>[Br:21][C:18]1[CH:19]=[CH:20][C:15]([O:25][CH2:24][CH2:23][CH2:22][CH:2]2[CH2:3][CH2:4][CH2:5][CH2:6][O:1]2)=[N:16][CH:17]=1 |f:1.2|. Reported procedure: To a solution of 3-tetrahydropyranyloxy-1-propanol (1.0 g, 6.25 mmol) in DMF (10.0 mL) was added NaH (0.17 g, 95%) and stirred at 0° C. After 30 minutes, 2,5 dibromopyridine (1.0 g, 4.22 mmol) was added and the mixture was stirred at room temperature for 2 hours. The mixture was then poured into 5% cold citric acid (10.0 mL) and extracted with EtOAc (3×15 mL). The combined organic extracts were washed with water (3×15 mL), dried (Na2SO4), and concentrated to dryness. The resulting material was p...